From a dataset of the Open Reaction Database (ORD), a public repository of structured organic reaction records. describe an organic reaction: reactants, conditions, products, and yield The reactants are C(C)O (ethanol), [OH-].[Na+] (sodium hydroxide), CC=1C2=C(C=3C(N(C(C3C1)=O)C1=CC=C(C=C1)C)=O)C1=C(O2)C=CC=C1 (5-methyl-2-(4-methylphenyl)-1H-benzofuro[3,2-e]isoindole-1,3(2H)-dione), Cl (hydrochloric acid). Solvent: O (water), C(C)(=O)OCC (ethyl acetate). Product: CC=1C=C2C(=C3C1OC1=C3C=CC=C1)C(=O)OC2=O (4-methyldibenzofuran-1,2-dicarboxylic anhydride). Isolated yield 91.0%. RXN SMILES: C([OH:3])C.[OH-].[Na+].[CH3:6][C:7]1[C:8]2[O:27][C:26]3[CH:28]=[CH:29][CH:30]=[CH:31][C:25]=3[C:9]=2[C:10]2[C:11](=[O:24])N(C3C=CC(C)=CC=3)[C:13](=[O:16])[C:14]=2[CH:15]=1.Cl>O.C(OCC)(=O)C>[CH3:6][C:7]1[CH:15]=[C:14]2[C:13](=[O:3])[O:16][C:11](=[O:24])[C:10]2=[C:9]2[C:25]3[CH:31]=[CH:30][CH:29]=[CH:28][C:26]=3[O:27][C:8]=12 |f:1.2|. Procedure details: 5 ml of ethanol and 1.2 ml of a 5 N aqueous sodium hydroxide solution were added to 200 mg of 5-methyl-2-(4-methylphenyl)-1H-benzofuro[3,2-e]isoindole-1,3(2H)-dione. The mixture was refluxed for 30 minutes. Thereto was added 1.2 ml of concentrated hydrochloric acid. The resulting mixture was refluxed for 1 hour and then cooled to room temperature. Then, thereto were added 20 ml of ethyl acetate and 10 ml of water. The organic layer was separated, washed with an aqueous saturated sodium chloride ... Starting materials: CCOC(=O)CC(C)=O, CO, [N-]=[N+]=NCc1cc(C(N)C(=O)O)ccc1O. Product: CCOC(=O)C=C(C)NC(C(=O)O)c1ccc(O)c(CN=[N+]=[N-])c1. RXN SMILES: [C:17]([CH2:18][C:19](=[O:20])[CH3:21])(=[O:22])[O:23][CH2:24][CH3:25].[CH3:26][OH:27].[NH2:1][CH:2]([C:3](=[O:4])[OH:5])[c:6]1[cH:7][c:8]([CH2:13][N:14]=[N+:15]=[N-:16])[c:9]([OH:12])[cH:10][cH:11]1>>[NH:1]([CH:2]([C:3](=[O:4])[OH:5])[c:6]1[cH:7][c:8]([CH2:13][N:14]=[N+:15]=[N-:16])[c:9]([OH:12])[cH:10][cH:11]1)[C:19](=[CH:18][C:17](=[O:22])[O:23][CH2:24][CH3:25])[CH3:21]. Reactants: CCOC(=O)OCC, CCCCCCCCOc1ccc(CC(=O)OCC)cc1, CC[O-], CCO, [Na+]. The product is CCCCCCCCOc1ccc(C(C(=O)OCC)C(=O)OCC)cc1. RXN SMILES: [C:22]([O:23][CH2:24][CH3:25])([O:26][CH2:28][CH3:29])=[O:27].[CH2:1]([CH2:2][CH2:3][CH2:4][CH2:5][CH2:6][CH2:7][CH3:8])[O:9][c:10]1[cH:11][cH:12][c:13]([CH2:16][C:17](=[O:18])[O:19][CH2:20][CH3:21])[cH:14][cH:15]1.[CH3:31][CH2:32][O-:33].[CH3:34][CH2:35][OH:36].[Na+:30]>>[CH2:1]([CH2:2][CH2:3][CH2:4][CH2:5][CH2:6][CH2:7][CH3:8])[O:9][c:10]1[cH:11][cH:12][c:13]([CH:16]([C:17](=[O:18])[O:19][CH2:20][CH3:21])[C:22]([O:23][CH2:24][CH3:25])=[O:26])[cH:14][cH:15]1. Starting materials: CC(C)(C)OC(=O)c1ccc(F)cc1[N+](=O)[O-], C1CCOC1, CN(C)CCO, CC(C)(C)[O-], [K+], O. Yields the product CN(C)CCOc1ccc(C(=O)OC(C)(C)C)c([N+](=O)[O-])c1. RXN SMILES: [C:13]([CH3:14])([CH3:15])([CH3:16])[O:17][C:18]([c:19]1[c:20]([N+:26](=[O:27])[O-:28])[cH:21][c:22]([F:25])[cH:23][cH:24]1)=[O:29].[CH2:31]1[O:32][CH2:33][CH2:34][CH2:35]1.[CH3:1][N:2]([CH2:3][CH2:4][OH:5])[CH3:6].[CH3:7][C:8]([CH3:9])([O-:10])[CH3:11].[K+:12].[OH2:30]>>[CH3:1][N:2]([CH2:3][CH2:4][O:5][c:22]1[cH:21][c:20]([N+:26](=[O:27])[O-:28])[c:19]([C:18]([O:17][C:13]([CH3:14])([CH3:15])[CH3:16])=[O:29])[cH:24][cH:23]1)[CH3:6]. The reactants are FC1=CC=C2C(=CN(C2=C1)C)C=1C(NC(C1C1=CN(C2=CC(=CC=C12)[N+](=O)[O-])C)=O)=O (3-(6-fluoro-1-methyl-1H-indol-3-yl)-4-(1-methyl-6-nitro-1H-indol-3-yl)-pyrrole-2,5-dione), O.NN (hydrazine hydrate), Cl (hydrochloric acid). The reagents and catalysts are [Pd] (Pd/C). Run in C(C)O (ethanol), O1CCCC1 (tetrahydrofuran). Reaction conditions: time 2 hour. Yields the product NC1=CC=C2C(=CN(C2=C1)C)C=1C(NC(C1C1=CN(C2=CC(=CC=C12)F)C)=O)=O (3-(6-amino-1-methyl-1H-indol-3-yl)-4-(6-fluoro-1-methyl-1H-indol-3-yl)-pyrrole-2,5-dione). RXN SMILES: [F:1][C:2]1[CH:10]=[C:9]2[C:5]([C:6]([C:12]3[C:13](=[O:31])[NH:14][C:15](=[O:30])[C:16]=3[C:17]3[C:25]4[C:20](=[CH:21][C:22]([N+:26]([O-])=O)=[CH:23][CH:24]=4)[N:19]([CH3:29])[CH:18]=3)=[CH:7][N:8]2[CH3:11])=[CH:4][CH:3]=1.Cl.O.NN>C(O)C.O1CCCC1.[Pd]>[NH2:26][C:22]1[CH:21]=[C:20]2[C:25]([C:17]([C:16]3[C:15](=[O:30])[NH:14][C:13](=[O:31])[C:12]=3[C:6]3[C:5]4[C:9](=[CH:10][C:2]([F:1])=[CH:3][CH:4]=4)[N:8]([CH3:11])[CH:7]=3)=[CH:18][N:19]2[CH3:29])=[CH:24][CH:23]=1 |f:2.3|. Procedure details: To a suspension of 1.0 g (2.39 mmole) of 3-(6-fluoro-1-methyl-1H-indol-3-yl)-4-(1-methyl-6-nitro-1H-indol-3-yl)-pyrrole-2,5-dione in 20 ml of ethanol and 10 mL of tetrahydrofuran was added 0.55 g of 10% Pd/C and 0.54 mL of 5% hydrochloric acid. The mixture was cooled in an ice bath, and 0.54 mL (14.34 mmole) of hydrazine hydrate (85%) was added dropwise over 5 min. The reaction mixture was allowed to warm to room temp as it was stirred for two hours. The catalyst was removed by filtration over C... The reactants are ClC1=C(C=C(C=C1)[N+](=O)[O-])O (2-chloro-5-nitrophenol), C(=O)([O-])[O-].[K+].[K+] (K2CO3), C(C=C)Br (allyl bromide). Run in CN(C)C=O (DMF). Conditions: temperature 0 celsius, time 8 hour. Yields the product C(C=C)OC1=C(C=CC(=C1)[N+](=O)[O-])Cl (2-(allyloxy)-1-chloro-4-nitrobenzene). Isolated yield 71.7%. As a reaction SMILES: [Cl:1][C:2]1[CH:7]=[CH:6][C:5]([N+:8]([O-:10])=[O:9])=[CH:4][C:3]=1[OH:11].C([O-])([O-])=O.[K+].[K+].[CH2:18](Br)[CH:19]=[CH2:20]>CN(C=O)C>[CH2:20]([O:11][C:3]1[CH:4]=[C:5]([N+:8]([O-:10])=[O:9])[CH:6]=[CH:7][C:2]=1[Cl:1])[CH:19]=[CH2:18] |f:1.2.3|. Procedure: To a stirred solution of 2-chloro-5-nitrophenol (13.0 g, 75.1 mmol) in DMF (150 mL) was added K2CO3 (15.5 g, 113 mmol). The mixture was cooled to 0° C., and allyl bromide (9.60 mL, 113 mmol) was added dropwise. The reaction was then allowed to stir overnight at rt under nitrogen. The reaction was concentrated to remove DMF, then EtOAc was added to the residue. The mixture was washed with water and brine. The organic layer was dried (Na2SO4), and concentrated in vacuo to afford the highly yellow ... Reactants: N1=CC=C(C=C1)OC1=CC=C(C=C1)S(=O)(=O)Cl (4-(pyridin-4-yl)oxybenzensulfonyl chloride), C(C1=CC=CC=C1)OC(C(NC(=O)OC(C)(C)C)CCN1C(C=2C(C1=O)=CC=CC2)=O)=O ((±)-N-(tert-butoxycarbonyl)-2-(2-phthalimidoethyl)glycine benzyl ester), C(C=C)OC(C(NC(=O)OC(C)(C)C)CCN1C(C=2C(C1=O)=CC=CC2)=O)=O ((±)-N-(tert-butoxycarbonyl)-2-(2-phthalimidoethyl)glycine allyl ester). Product: O(C1=CC=CC=C1)C1=CC=C(C=C1)S(=O)(=O)Cl (4-phenoxybenzenesulfonyl chloride), C(C1=CC=CC=C1)OC(C(NS(=O)(=O)C1=CC=C(C=C1)OC1=CC=NC=C1)CCN1C(C=2C(C1=O)=CC=CC2)=O)=O ((±)-2-(2-Phthalimidoethyl)-N-[4-(pyridin-4-yl)oxybenzensulfonyl]glycine Benzyl Ester). The yield is 13.0%. RXN SMILES: [CH2:1]([O:8][C:9](=[O:32])[CH:10]([CH2:19][CH2:20][N:21]1[C:25](=[O:26])[C:24]2=[CH:27][CH:28]=[CH:29][CH:30]=[C:23]2[C:22]1=[O:31])[NH:11]C(OC(C)(C)C)=O)[C:2]1[CH:7]=[CH:6][CH:5]=[CH:4][CH:3]=1.C(OC(=O)C(CCN1C(=O)C2=CC=CC=C2C1=O)NC(OC(C)(C)C)=O)C=C.[N:61]1[CH:66]=[CH:65][C:64]([O:67][C:68]2[CH:73]=[CH:72][C:71]([S:74]([Cl:77])(=[O:76])=[O:75])=[CH:70][CH:69]=2)=[CH:63][CH:62]=1>>[O:67]([C:68]1[CH:73]=[CH:72][C:71]([S:74]([Cl:77])(=[O:76])=[O:75])=[CH:70][CH:69]=1)[C:64]1[CH:65]=[CH:66][CH:1]=[CH:62][CH:63]=1.[CH2:1]([O:8][C:9](=[O:32])[CH:10]([CH2:19][CH2:20][N:21]1[C:22](=[O:31])[C:23]2=[CH:30][CH:29]=[CH:28][CH:27]=[C:24]2[C:25]1=[O:26])[NH:11][S:74]([C:71]1[CH:70]=[CH:69][C:68]([O:67][C:64]2[CH:65]=[CH:66][N:61]=[CH:62][CH:63]=2)=[CH:73][CH:72]=1)(=[O:75])=[O:76])[C:2]1[CH:3]=[CH:4][CH:5]=[CH:6][CH:7]=1. Reported procedure: In a similar manner to the procedures described in Example 1(2)-a and b, reactions were carried out using (±)-N-(tert-butoxycarbonyl)-2-(2-phthalimidoethyl)glycine benzyl ester, instead of (±)-N-(tert-butoxycarbonyl)-2-(2-phthalimidoethyl)glycine allyl ester, and using 4-(pyridin-4-yl)oxybenzensulfonyl chloride, instead of 4-phenoxybenzenesulfonyl chloride, to afford the desired compound (yield 13%) as a white amorphous solid.